From a dataset of the Open Reaction Database (ORD), a public repository of structured organic reaction records. describe an organic reaction: reactants, conditions, products, and yield Reactants: ClC1=NC=CC(=N1)C=1C(=NN2C1C=CC=C2)C=2C=CC(=C(C2)NC(CC=2SC=CC2)=O)OC (N-[5-[3-(2-Chloro-4-pyrimidinyl)pyrazolo[1,5-a]pyridin-2-yl]-2-(methyloxy)phenyl]-2-(2-thienyl)acetamide), Cl.Cl.CN(CCOC=1C=C(N)C=CC1)C (3-{[2-(dimethylamino)ethyl]oxy}-aniline dihydrochloride). Product: NC1CCC=2C=CC(=CC2C1)NC1=NC=CC(=N1)C=1C(=NN2C1C=CC=C2)C=2C=C(C=CC2)NC(CC=2SC=CC2)=O (N-[3-(3-{2-[(7-Amino-5,6,7,8-tetrahydro-2-naphthalenyl)amino]-4-pyrimidinyl}pyrazolo[1,5-a]pyridin-2-yl)phenyl]-2-(2-thienyl)acetamide). The yield is 64.4%. As a reaction SMILES: Cl[C:2]1[N:7]=[C:6]([C:8]2[C:9]([C:17]3[CH:18]=[CH:19][C:20](OC)=[C:21]([NH:23][C:24](=[O:31])[CH2:25][C:26]4[S:27][CH:28]=[CH:29][CH:30]=4)[CH:22]=3)=[N:10][N:11]3[CH:16]=[CH:15][CH:14]=[CH:13][C:12]=23)[CH:5]=[CH:4][N:3]=1.Cl.Cl.CN(C)CCO[C:41]1[CH:42]=[C:43]([CH:45]=[CH:46][CH:47]=1)[NH2:44]>>[NH2:7][CH:6]1[CH2:8][C:41]2[CH:42]=[C:43]([NH:44][C:2]3[N:7]=[C:6]([C:8]4[C:9]([C:17]5[CH:22]=[C:21]([NH:23][C:24](=[O:31])[CH2:25][C:26]6[S:27][CH:28]=[CH:29][CH:30]=6)[CH:20]=[CH:19][CH:18]=5)=[N:10][N:11]5[CH:16]=[CH:15][CH:14]=[CH:13][C:12]=45)[CH:5]=[CH:4][N:3]=3)[CH:45]=[CH:46][C:47]=2[CH2:4][CH2:5]1 |f:1.2.3|. Reported procedure: N-[5-[3-(2-Chloro-4-pyrimidinyl)pyrazolo[1,5-a]pyridin-2-yl]-2-(methyloxy)phenyl]-2-(2-thienyl)acetamide (119 mg, 0.25 mmol) and 3-{[2-(dimethylamino)ethyl]oxy}-aniline dihydrochloride (127 mg, 0.50 mmol) were coupled according to the procedure of Example 56, Step H to give the title compound (46 mg, 30%). 1H NMR (400 MHz, d6-DMSO) δ 8.80 (s, 1H), 8.48 (d, J=7.2 Hz, 1H), 8.35 (d, J=9.2 Hz, 1H), 8.16 (d, J=5.2 Hz, 1H), 8.01 (s, 1H), 7.49 (s, 1H), 7.28-7.24 (m, 4H), 7.22-7.18 (m, 1H), 7.12 (d, J=8...